This data is from the Open Reaction Database (ORD), a public repository of structured organic reaction records. The task is: describe an organic reaction: reactants, conditions, products, and yield Reactants: CCCCN=C=O, ClCCl, NC1CCN(Cc2ccccc2)CC1. Yields the product CCCCNC(=O)NC1CCN(Cc2ccccc2)CC1. RXN SMILES: [CH2:1]([CH2:2][CH2:3][CH3:4])[N:5]=[C:6]=[O:7].[CH2:22]([Cl:23])[Cl:24].[c:8]1([CH2:14][N:15]2[CH2:16][CH2:17][CH:18]([NH2:21])[CH2:19][CH2:20]2)[cH:9][cH:10][cH:11][cH:12][cH:13]1>>[CH2:1]([CH2:2][CH2:3][CH3:4])[NH:5][C:6](=[O:7])[NH:21][CH:18]1[CH2:17][CH2:16][N:15]([CH2:14][c:8]2[cH:9][cH:10][cH:11][cH:12][cH:13]2)[CH2:20][CH2:19]1. Reactants: B(Br)(Br)Br (boron tribromide), C(C1=CC=CC=C1)OC1CC(C1)N1C(=NC2=C1C=C(C=C2)F)[C@H](C)NC2=C1N=CNC1=NC=N2 ([(S)-1-[1-(3-benzyloxycyclobutyl)-6-fluoro-1H-benzoimidazol-2-yl]ethyl]-(9H-purin-6-yl)amine), resultant mixture. Solvent: C(Cl)Cl (DCM). Run at temperature 0 celsius. The product is FC=1C=CC2=C(N(C(=N2)[C@H](C)NC2=C3N=CNC3=NC=N2)C2CC(C2)O)C1 (3-[6-fluoro-2-[(1S)-1-(9H-purin-6-ylamino)ethyl]benzimidazol-1-yl]cyclobutanol). Yield: 46.9%. RXN SMILES: C([O:8][CH:9]1[CH2:12][CH:11]([N:13]2[C:17]3[CH:18]=[C:19]([F:22])[CH:20]=[CH:21][C:16]=3[N:15]=[C:14]2[C@@H:23]([NH:25][C:26]2[N:34]=[CH:33][N:32]=[C:31]3[C:27]=2[N:28]=[CH:29][NH:30]3)[CH3:24])[CH2:10]1)C1C=CC=CC=1.B(Br)(Br)Br>C(Cl)Cl>[F:22][C:19]1[CH:20]=[CH:21][C:16]2[N:15]=[C:14]([C@@H:23]([NH:25][C:26]3[N:34]=[CH:33][N:32]=[C:31]4[C:27]=3[N:28]=[CH:29][NH:30]4)[CH3:24])[N:13]([CH:11]3[CH2:12][CH:9]([OH:8])[CH2:10]3)[C:17]=2[CH:18]=1. Reported procedure: A mixture of [(S)-1-[1-(3-benzyloxycyclobutyl)-6-fluoro-1H-benzoimidazol-2-yl]ethyl]-(9H-purin-6-yl)amine (0.13 g, 0.29 mmol) in DCM (5 mL) was cooled to 0° C. To this mixture was added boron tribromide (2.1 mL, 1.43 mmol) dropwise and the resultant mixture stirred at RT for 2 h. The reaction mixture was quenched with MeOH (2 mL) and concentrated in vacuo. The resulting yellow solid was purified by column chromatography (Si—PCC, gradient 0-10% MeOH in DCM) to afford 390 as an off-white glassy so... Reactants: ClC1=NC=CC(=N1)Cl (2,4-dichloropyrimidine), C(=O)C1=CC=C(C=C1)B(O)O (4-formylphenyl boronic acid). The reagents and catalysts are [Pd] (palladium). Product: ClC1=NC(=NC=C1)C1=CC=C(C=O)C=C1 (4-(4-Chloropyrimidin-2-yl)-benzaldehyde). RXN SMILES: Cl[C:2]1[N:7]=[C:6]([Cl:8])[CH:5]=[CH:4][N:3]=1.[CH:9]([C:11]1[CH:16]=[CH:15][C:14](B(O)O)=[CH:13][CH:12]=1)=[O:10]>[Pd]>[Cl:8][C:6]1[CH:5]=[CH:4][N:3]=[C:2]([C:14]2[CH:15]=[CH:16][C:11]([CH:9]=[O:10])=[CH:12][CH:13]=2)[N:7]=1. Procedure: The compound was prepared by palladium-catalyzed arylation of 2,4-dichloropyrimidine and 4-formylphenyl boronic acid: 1H NMR (400 MHz, CDCl3) δ 10.13 (s, 1H), 8.74 (d, J=5.0 Hz, 1H), 8.27 (d, J=7.8 Hz, 2H), 8.04 (d, J=7.9 Hz, 2H), 7.74 (m, 1H); EIMS m/z 218 (M+). Starting materials: BrB(Br)Br, ClCCl, COc1cc(-c2ccccc2Cl)n2ccc(=O)c(-c3c(Cl)cccc3Cl)c2c1. Yields the product O=c1ccn2c(-c3ccccc3Cl)cc(O)cc2c1-c1c(Cl)cccc1Cl. RXN SMILES: [B:29]([Br:30])([Br:31])[Br:32].[CH2:33]([Cl:34])[Cl:35].[Cl:1][c:2]1[c:3](-[c:8]2[n:9]3[cH:10][cH:11][c:12](=[O:28])[c:13](-[c:20]4[c:21]([Cl:27])[cH:22][cH:23][cH:24][c:25]4[Cl:26])[c:14]3[cH:15][c:16]([O:18][CH3:19])[cH:17]2)[cH:4][cH:5][cH:6][cH:7]1>>[Cl:1][c:2]1[c:3](-[c:8]2[n:9]3[cH:10][cH:11][c:12](=[O:28])[c:13](-[c:20]4[c:21]([Cl:27])[cH:22][cH:23][cH:24][c:25]4[Cl:26])[c:14]3[cH:15][c:16]([OH:18])[cH:17]2)[cH:4][cH:5][cH:6][cH:7]1. The reactants are BrC=1C=NC=C(C1)COCC1=CC=C(C=C1)OC (3-bromo-5-{[(4-methoxybenzyl)oxy]methyl}pyridine), [Li]CCCC (n-BuLi), CON(C(C)=O)C (N-methoxy-N-methylacetamide). Solvent: C(C)(C)(C)OC (methyl t-butyl ether), C(C)(C)(C)OC (methyl t-butyl ether), O (water). Reaction conditions: time 15 minute. Yields the product COC1=CC=C(COCC=2C=C(C=NC2)C(C)=O)C=C1 (1-(5-{[(4-methoxybenzyl)oxy]methyl}pyridin-3-yl)ethanone). The yield is 70.5%. Reaction SMILES: Br[C:2]1[CH:3]=[N:4][CH:5]=[C:6]([CH2:8][O:9][CH2:10][C:11]2[CH:16]=[CH:15][C:14]([O:17][CH3:18])=[CH:13][CH:12]=2)[CH:7]=1.[Li]CCCC.CON(C)[C:27](=[O:29])[CH3:28]>C(OC)(C)(C)C.O>[CH3:18][O:17][C:14]1[CH:15]=[CH:16][C:11]([CH2:10][O:9][CH2:8][C:6]2[CH:7]=[C:2]([C:27](=[O:29])[CH3:28])[CH:3]=[N:4][CH:5]=2)=[CH:12][CH:13]=1. Procedure: To a solution of 3-bromo-5-{[(4-methoxybenzyl)oxy]methyl}pyridine (4.4 mmol) in methyl t-butyl ether (20 mL) was added n-BuLi (2.5M in hexane, 1.96 mL) dropwise at −78° C. The reaction mixture was allowed to stir for 15 min and then N-methoxy-N-methylacetamide (6.7 mmol) in methyl t-butyl ether (3 mL) was added dropwise. The reaction mixture was allowed to stir for 30 min at −78° C. and then diluted with water and allowed to warm to rt. After stirring for 30 min, the phases were separated and th... Reactants: CN(C(=O)Cl)C (dimethylcarbamoyl chloride), N1=CC=CC=C1 (pyridine), CN(C(NC(SC)=N)=O)C (methyl 4,4-dimethylthioallophanimidate), formula II. The solvent is C(Cl)Cl (methylene chloride). Run at temperature 25 celsius. Yields the product CN(C(=O)N=C(NC(=O)N(C)C)SC)C (methyl N-dimethylcarbamoyl-4,4-dimethylthioallophanimidate). RXN SMILES: [CH3:1][N:2]([CH3:6])[C:3](Cl)=[O:4].N1C=CC=CC=1.[CH3:13][N:14]([CH3:22])[C:15](=[O:21])[NH:16][C:17](=[NH:20])[S:18][CH3:19]>C(Cl)Cl>[CH3:1][N:2]([CH3:6])[C:3]([N:20]=[C:17]([S:18][CH3:19])[NH:16][C:15]([N:14]([CH3:22])[CH3:13])=[O:21])=[O:4]. Reported procedure: 5.4 Parts of dimethylcarbamoyl chloride is combined with 10 parts pyridine and stirred until the temperature returns to 25° C. 8.0 Parts methyl 4,4-dimethylthioallophanimidate (a compound of formula II), in 50 parts methylene chloride is added in one portion. The mixture is refluxed overnight, then cooled to give a white solid. The solid is removed and the organic layer is extracted with 200 parts water at pH 3, dried and evaporated to give 5 parts methyl N-dimethylcarbamoyl-4,4-dimethylthioallo... Starting materials: C(C)(C)OC(=O)N1CCC(CC1)ON=C1CCN(CC1)C1=C(C=C(C(=C1)F)C(=O)O)F (4-[1-(4-carboxy-2,5-difluoro-phenyl)-piperidin-4-ylideneaminooxy]-piperidine-1-carboxylic acid isopropyl ester), C(CCl)Cl (EDC), CNC (dimethylamine), C=1C=CC2=C(C1)N=NN2O (HOBT). RXN SMILES: [CH:1]([O:4][C:5]([N:7]1[CH2:12][CH2:11][CH:10]([O:13][N:14]=[C:15]2[CH2:20][CH2:19][N:18]([C:21]3[CH:26]=[C:25]([F:27])[C:24]([C:28]([OH:30])=O)=[CH:23][C:22]=3[F:31])[CH2:17][CH2:16]2)[CH2:9][CH2:8]1)=[O:6])([CH3:3])[CH3:2].[CH3:32][NH:33][CH3:34].C1C=CC2N(O)N=NC=2C=1.C(Cl)CCl>C(Cl)Cl>[CH:1]([O:4][C:5]([N:7]1[CH2:8][CH2:9][CH:10]([O:13][N:14]=[C:15]2[CH2:20][CH2:19][N:18]([C:21]3[CH:26]=[C:25]([F:27])[C:24]([C:28](=[O:30])[N:33]([CH3:34])[CH3:32])=[CH:23][C:22]=3[F:31])[CH2:17][CH2:16]2)[CH2:11][CH2:12]1)=[O:6])([CH3:3])[CH3:2]. Reported procedure: 9-1 (30 mg, 0.071 mmol), dimethylamine (0.1 mmol) and HOBT (0.2 mmol) were combined in DCM (1 mL) and stirred at room temperature for 10 minutes. EDC(0.2 mmol) was added and the mixture was stirred for 18 h. The solution was washed with 2 mL of aqueous NaHCO3, concentrated, taken up with 1 mL of methanol and purified on preparative HPLC to give 29-1: LC-MS 467.4 (MH). Yields the product C(C)(C)OC(=O)N1CCC(CC1)ON=C1CCN(CC1)C1=C(C=C(C(=C1)F)C(N(C)C)=O)F (4-[1-(4-Dimethylcarbamoyl-2,5-difluoro-phenyl)-piperidin-4-ylideneaminooxy]-piperidine-1-carboxylic acid isopropyl ester). Reaction conditions: time 10 minute. The solvent is C(Cl)Cl (DCM). The reactants are C(C)OC([C@H](CC1=CC=C(C=C1)OCCCOC1=CC=C(C=C1)I)OC)=O ((2S)-3-{4-[3-(4-iodo-phenoxy)-propoxy]-phenyl}-2-methoxy-propionic acid ethyl ester), N1=CC(=CC=C1)B(O)O (3-pyridyl boronic acid). Yields the product CO[C@H](C(=O)O)CC1=CC=C(C=C1)OCCCOC1=CC=C(C=C1)C=1C=NC=CC1 ((2S)-2-Methoxy-3-{4-[3-(4-pyridin-3-yl-phenoxy)-propoxy]-phenyl}-propionic acid). As a reaction SMILES: C([O:3][C:4](=[O:27])[C@@H:5]([O:25][CH3:26])[CH2:6][C:7]1[CH:12]=[CH:11][C:10]([O:13][CH2:14][CH2:15][CH2:16][O:17][C:18]2[CH:23]=[CH:22][C:21](I)=[CH:20][CH:19]=2)=[CH:9][CH:8]=1)C.[N:28]1[CH:33]=[CH:32][CH:31]=[C:30](B(O)O)[CH:29]=1>>[CH3:26][O:25][C@@H:5]([CH2:6][C:7]1[CH:8]=[CH:9][C:10]([O:13][CH2:14][CH2:15][CH2:16][O:17][C:18]2[CH:19]=[CH:20][C:21]([C:30]3[CH:29]=[N:28][CH:33]=[CH:32][CH:31]=3)=[CH:22][CH:23]=2)=[CH:11][CH:12]=1)[C:4]([OH:3])=[O:27]. Reported procedure: The title compound was prepared from (2S)-3-{4-[3-(4-iodo-phenoxy)-propoxy]-phenyl}-2-methoxy-propionic acid ethyl ester (Example 270, Step A) and 3-pyridyl boronic acid by following the procedure described for Example 270 (Steps B and C). 1H-NMR (MeOD, 300.15 MHz): δ 8.76 (s, 1H), 8.46 (s, 1H), 8.05 (d, 1H, J=8.1), 7.60 (d, 2H, J=8.7), 7.49 (dd, 1H, J=7.7, 4.8), 7.19 (d, 2H, J=8.5), 7.09 (d, 2H, J=8.7), 6.85 (d, 2H, J=8.5), 4.24 (t, 2H, J=6.1), 4.17 (t, 2H, J=6.3), 3.74 (dd, 1H, J=8.7, 3.8), 3.... Reactants: O=C(O)c1c(-c2ccccc2)c2cc(Br)ccc2c(=O)n1Cc1ccccc1, O=C(Cl)C(=O)Cl, CN(C)C=O, C1CCOC1. Product: O=c1c2ccc(Br)cc2c(-c2ccccc2)c(CO)n1Cc1ccccc1. RXN SMILES: [CH2:1]([c:2]1[cH:3][cH:4][cH:5][cH:6][cH:7]1)[n:8]1[c:9](=[O:28])[c:10]2[cH:11][cH:12][c:13]([Br:27])[cH:14][c:15]2[c:16](-[c:21]2[cH:22][cH:23][cH:24][cH:25][cH:26]2)[c:17]1[C:18](=[O:19])[OH:20].[Cl:29][C:30]([C:31]([Cl:32])=[O:33])=[O:34].[O:35]=[CH:36][N:37]([CH3:38])[CH3:39].[O:40]1[CH2:41][CH2:42][CH2:43][CH2:44]1>>[CH2:1]([c:2]1[cH:3][cH:4][cH:5][cH:6][cH:7]1)[n:8]1[c:9](=[O:28])[c:10]2[cH:11][cH:12][c:13]([Br:27])[cH:14][c:15]2[c:16](-[c:21]2[cH:22][cH:23][cH:24][cH:25][cH:26]2)[c:17]1[CH2:18][OH:19].